From a dataset of the Open Reaction Database (ORD), a public repository of structured organic reaction records. describe an organic reaction: reactants, conditions, products, and yield The reactants are C(CCCCC(=O)O)(=O)O (adipic acid), N (ammonia). Product: C(CCCCC(=O)[O-])(=O)[O-].[NH4+].[NH4+] (diammonium adipate). As a reaction SMILES: [C:1]([OH:10])(=[O:9])[CH2:2][CH2:3][CH2:4][CH2:5][C:6]([OH:8])=[O:7].[NH3:11]>>[C:1]([O-:10])(=[O:9])[CH2:2][CH2:3][CH2:4][CH2:5][C:6]([O-:8])=[O:7].[NH4+:11].[NH4+:11] |f:2.3.4|. Procedure details: Exceptions to this generalization are provided by the reactions of adipic acid with ammonia and with tert.butylamine. When adipic acid is reacted with two or more moles of ammonia, diammonium adipate is obtained in quantitative yield. However, if one reacts adipic acid with one mole of ammonia one can obtain ammonium hydrogen adipate as a pure crystalline salt. When adipic acid is reacted with two or more moles of tert.butylamine, bis-tert.butylammonium adipate is obtained in quantitative yield,... Starting materials: [N+](=O)([O-])C=1C=CC(=NC1)OC1=CC=2CCC(CC2C=C1)C1=CC=CC=C1 (5-nitro-2-(6-phenyl-5,6,7,8-tetrahydro-naphthalen-2-yloxy)-pyridine), [F-].[K+] (potassium fluoride), OC=1C=C2CCC(C(C2=CC1)=O)C1=CC=CC=C1 (6-hydroxy-2-phenyl-3,4-dihydro-2H-naphthalen-1-one), ClC1=NC=C(C=C1)[N+](=O)[O-] (2-chloro-5-nitropyridine). Product: [N+](=O)([O-])C=1C=CC(=NC1)OC=1C=C2CCC(C(C2=CC1)=O)C1=CC=CC=C1 (6-(5-Nitro-pyridin-2-yloxy)-2-phenyl-3,4-dihydro-2H-naphthalen-1-one). As a reaction SMILES: [N+:1]([C:4]1[CH:5]=[CH:6][C:7]([O:10][C:11]2[CH:20]=[CH:19][C:18]3[CH2:17][CH:16]([C:21]4[CH:26]=[CH:25][CH:24]=[CH:23][CH:22]=4)[CH2:15][CH2:14][C:13]=3[CH:12]=2)=[N:8][CH:9]=1)([O-:3])=[O:2].[OH:27]C1C=C2C(=CC=1)C(=O)C(C1C=CC=CC=1)CC2.ClC1C=CC([N+]([O-])=O)=CN=1.[F-].[K+]>>[N+:1]([C:4]1[CH:5]=[CH:6][C:7]([O:10][C:11]2[CH:12]=[C:13]3[C:18](=[CH:19][CH:20]=2)[C:17](=[O:27])[CH:16]([C:21]2[CH:22]=[CH:23][CH:24]=[CH:25][CH:26]=2)[CH2:15][CH2:14]3)=[N:8][CH:9]=1)([O-:3])=[O:2] |f:3.4|. Procedure details: 6-(5-Nitro-pyridin-2-yloxy)-2-phenyl-3,4-dihydro-2H-naphthalen-1-one was prepared as described for 5-nitro-2-(6-phenyl-5,6,7,8-tetrahydro-naphthalen-2-yloxy)-pyridine in Example 23(d) using 50 mg 6-hydroxy-2-phenyl-3,4-dihydro-2H-naphthalen-1-one, 33 mg 2-chloro-5-nitropyridine and 37 mg potassium fluoride. 1H NMR (400 MHz, d6-DMSO) δ: 9.07 (d, 1H, J 2.8 Hz), 8.68 (dd, 1H, J 9.0, 2.9), 8.01 (d, 1H, J 8.5), 7.37 (d, 1H, J 9.1 Hz), 7.21-7.38 (m, 7H), 3.96-4.04 (m, 1H), 3.15-3.23 (m, 1H), 2.98-3.04...